Dataset: the Open Reaction Database (ORD), a public repository of structured organic reaction records. Task: describe an organic reaction: reactants, conditions, products, and yield Starting materials: CCCOc1ccc(-c2ccc(Cl)nn2)cc1OC, N, O, OCCO. The product is CCCOc1ccc(-c2ccc(N)nn2)cc1OC. RXN SMILES: [Cl:1][c:2]1[n:3][n:4][c:5](-[c:8]2[cH:9][c:10]([O:18][CH3:19])[c:11]([O:14][CH2:15][CH2:16][CH3:17])[cH:12][cH:13]2)[cH:6][cH:7]1.[NH3:20].[OH2:25].[OH:21][CH2:22][CH2:23][OH:24]>>[c:2]1([NH2:20])[n:3][n:4][c:5](-[c:8]2[cH:9][c:10]([O:18][CH3:19])[c:11]([O:14][CH2:15][CH2:16][CH3:17])[cH:12][cH:13]2)[cH:6][cH:7]1. Starting materials: ClC=1C=C(C(=O)N2CCC(CC2)=O)C=CC1F (1-(3-chloro-4-fluorobenzoyl)piperidin-4-one), C (charcoal), ClCC#N (Chloroacetonitrile), ClCC#N (chloroacetonitrile). The reagents and catalysts are [Cl-].C(CCC)[N+](CCCC)(CCCC)CCCC (tetrabutylammonium chloride). The solvent is ClCCl (dichloromethane), [OH-].[Na+] (sodium hydroxide), ClCCl (dichloromethane), O (water). Conditions: temperature 15 celsius. Product: ClC=1C=C(C(=O)N2CCC3(C(O3)C#N)CC2)C=CC1F (6-(3-Chloro-4-fluorobenzoyl)-1-oxa-6-azaspiro[2.5]octane-2-carbonitrile). RXN SMILES: [Cl:1][C:2]1[CH:3]=[C:4]([CH:14]=[CH:15][C:16]=1[F:17])[C:5]([N:7]1[CH2:12][CH2:11][C:10](=[O:13])[CH2:9][CH2:8]1)=[O:6].Cl[CH2:19][C:20]#[N:21].C>ClCCl.[OH-].[Na+].[Cl-].C([N+](CCCC)(CCCC)CCCC)CCC.O>[Cl:1][C:2]1[CH:3]=[C:4]([CH:14]=[CH:15][C:16]=1[F:17])[C:5]([N:7]1[CH2:8][CH2:9][C:10]2([O:13][CH:19]2[C:20]#[N:21])[CH2:11][CH2:12]1)=[O:6] |f:4.5,6.7|. Procedure: A suspension of 1-(3-chloro-4-fluorobenzoyl)piperidin-4-one (4160 g, 16.27 mol) in 28.4 liters of dichloromethane and 11.7 liters of sodium hydroxide at 30.5%, supplemented with 186 g of tetrabutylammonium chloride, is cooled to 15° C. Chloroacetonitrile (1540 ml, 24.4 mol) is then added slowly and with vigorous stirring and the mixture is stirred for 3 hours at 20° C. Further addition of chloroacetonitrile (500 ml) is carried out in order to complete the reaction. The reaction medium is diluted...